Dataset: the Open Reaction Database (ORD), a public repository of structured organic reaction records. Task: describe an organic reaction: reactants, conditions, products, and yield Solvent: CN(C=O)C (N,N-dimethylformamide). Starting materials: COC=1C=C(C=CC1OC)C1=CC(N(C(N1)=O)C)=O (6-(3,4-dimethoxyphenyl)-3-methyl-2,4(1H,3H)-pyrimidinedione), [H-].[Na+] (sodium hydride), O (water), C(C)(C)Br (isopropyl bromide). The product is COC=1C=C(C=CC1OC)C1=CC(N(C(=N1)OC(C)C)C)=O (6-(3,4-dimethoxyphenyl)-2-isopropoxy-3-methyl-4(3H)-pyrimidinone). Conditions: temperature 60 celsius, time 20 minute. RXN SMILES: [CH3:1][O:2][C:3]1[CH:4]=[C:5]([C:11]2[NH:16][C:15](=[O:17])[N:14]([CH3:18])[C:13](=[O:19])[CH:12]=2)[CH:6]=[CH:7][C:8]=1[O:9][CH3:10].[H-].[Na+].[CH:22](Br)([CH3:24])[CH3:23].O>CN(C)C=O>[CH3:1][O:2][C:3]1[CH:4]=[C:5]([C:11]2[N:16]=[C:15]([O:17][CH:22]([CH3:24])[CH3:23])[N:14]([CH3:18])[C:13](=[O:19])[CH:12]=2)[CH:6]=[CH:7][C:8]=1[O:9][CH3:10] |f:1.2|. Reported procedure: To a solution of 6-(3,4-dimethoxyphenyl)-3-methyl-2,4(1H,3H)-pyrimidinedione (3.0 g) in N,N-dimethylformamide (30 ml) was added sodium hydride (60% oil suspension, 0.50 g). The mixture was heated at 60° C. with stirring for 20 minutes and cooled to ambient temperature. To the mixture was added isopropyl bromide (15 ml) with stirring, which was continued at ambient temperature for 5 hours, and at 50° C. for 25 hours. To the reaction mixture was added water, and extracted with ethyl acetate. The o... Reactants: CCOC(=O)C=P(c1ccccc1)(c1ccccc1)c1ccccc1, CC(C)CC(=O)C(=O)OCc1ccccc1, ClCCl. The product is CCOC(=O)C=C(CC(C)C)C(=O)OCc1ccccc1. As a reaction SMILES: [CH2:1]([CH3:2])[O:3][C:4](=[O:5])[CH:6]=[P:7]([c:8]1[cH:9][cH:10][cH:11][cH:12][cH:13]1)([c:14]1[cH:15][cH:16][cH:17][cH:18][cH:19]1)[c:20]1[cH:21][cH:22][cH:23][cH:24][cH:25]1.[CH3:26][CH:27]([CH2:28][C:29]([C:30](=[O:31])[O:32][CH2:33][c:34]1[cH:35][cH:36][cH:37][cH:38][cH:39]1)=[O:40])[CH3:41].[Cl:42][CH2:43][Cl:44]>>[CH2:1]([CH3:2])[O:3][C:4](=[O:5])[CH:6]=[C:29]([CH2:28][CH:27]([CH3:26])[CH3:41])[C:30](=[O:31])[O:32][CH2:33][c:34]1[cH:35][cH:36][cH:37][cH:38][cH:39]1. Starting materials: C#Cc1cccc(-c2ccc3c(c2)C(C)(C)OC(=O)N3)c1, CC#N, CS(C)=O, C[Si](C)(C)Cl, Cl, [I-], [Na+], O. The product is CC1(C)OC(=O)Nc2ccc(-c3cccc(C#CC#N)c3)cc21. RXN SMILES: [C:3](#[CH:4])[c:5]1[cH:6][c:7](-[c:11]2[cH:12][c:13]3[c:14]([cH:22][cH:23]2)[NH:15][C:16](=[O:21])[O:17][C:18]3([CH3:19])[CH3:20])[cH:8][cH:9][cH:10]1.[CH3:30][C:31]#[N:32].[CH3:34][S:35]([CH3:36])=[O:37].[Cl:24][Si:25]([CH3:26])([CH3:27])[CH3:28].[ClH:29].[I-:2].[Na+:1].[OH2:33]>>[C:3](#[C:4][C:31]#[N:32])[c:5]1[cH:6][c:7](-[c:11]2[cH:12][c:13]3[c:14]([cH:22][cH:23]2)[NH:15][C:16](=[O:21])[O:17][C:18]3([CH3:19])[CH3:20])[cH:8][cH:9][cH:10]1.